Dataset: the Open Reaction Database (ORD), a public repository of structured organic reaction records. Task: describe an organic reaction: reactants, conditions, products, and yield The reactants are C1OC=2C=C(CN)C=CC2O1 (3,4-methylenedioxybenzylamine), ClC=1N=C(C2=C(N1)SC(=C2)C(F)(F)F)Cl (2,4-dichloro-6-trifluoromethyl-thieno-[2,3-d]-pyrimidine). The product is ClC=1N=C(C2=C(N1)SC(=C2)C(F)(F)F)NCC2=CC1=C(C=C2)OCO1 (2-chloro-6-trifluoromethyl-4-(3,4-methylenedioxybenzylamino)-thieno-[2,3-d]-pyrimidine). As a reaction SMILES: [CH2:1]1[O:11][C:10]2[CH:9]=[CH:8][C:5]([CH2:6][NH2:7])=[CH:4][C:3]=2[O:2]1.[Cl:12][C:13]1[N:14]=[C:15](Cl)[C:16]2[CH:21]=[C:20]([C:22]([F:25])([F:24])[F:23])[S:19][C:17]=2[N:18]=1>>[Cl:12][C:13]1[N:14]=[C:15]([NH:7][CH2:6][C:5]2[CH:8]=[CH:9][C:10]3[O:11][CH2:1][O:2][C:3]=3[CH:4]=2)[C:16]2[CH:21]=[C:20]([C:22]([F:24])([F:25])[F:23])[S:19][C:17]=2[N:18]=1. Procedure: Following the procedure of Example 1, the reaction of 3,4-methylenedioxybenzylamine with 2,4-dichloro-6-trifluoromethyl-thieno-[2,3-d]-pyrimidine gives 2-chloro-6-trifluoromethyl-4-(3,4-methylenedioxybenzylamino)-thieno-[2,3-d]-pyrimidine